This data is from the Open Reaction Database (ORD), a public repository of structured organic reaction records. The task is: describe an organic reaction: reactants, conditions, products, and yield The reactants are Br, O=C([O-])[O-], CCOC(=O)C1CCCN(CCBr)C1, CC(=O)CC(C)C, [K+], [K+], Oc1ccccc1-c1ccccc1. Yields the product CCOC(=O)C1CCCN(CCOc2ccccc2-c2ccccc2)C1. RXN SMILES: [BrH:14].[C:29](=[O:30])([O-:31])[O-:32].[CH2:15]([CH3:16])[O:17][C:18](=[O:19])[CH:20]1[CH2:21][N:22]([CH2:26][CH2:27][Br:28])[CH2:23][CH2:24][CH2:25]1.[CH2:35]([C:36]([CH3:37])=[O:38])[CH:39]([CH3:40])[CH3:41].[K+:33].[K+:34].[OH:1][c:2]1[c:3](-[c:8]2[cH:9][cH:10][cH:11][cH:12][cH:13]2)[cH:4][cH:5][cH:6][cH:7]1>>[O:1]([c:2]1[c:3](-[c:8]2[cH:9][cH:10][cH:11][cH:12][cH:13]2)[cH:4][cH:5][cH:6][cH:7]1)[CH2:27][CH2:26][N:22]1[CH2:21][CH:20]([C:18]([O:17][CH2:15][CH3:16])=[O:19])[CH2:25][CH2:24][CH2:23]1. Starting materials: COC1=CC=C(CS[C@H]2C[C@H](N(C2)C(=O)OCC2=CC=C(C=C2)[N+](=O)[O-])C(=O)O)C=C1 ((2S,4S)-4-(4-methoxybenzylthio)-1-(4-nitrobenzyloxycarbonyl)-2-pyrrolidinecarboxylic acid), N,N'-carbonyldiimidazole, CC1(NCCNC1)C (2,2-dimethylpiperazine). Yields the product CC1(CN(CCN1C(=O)OCC1=CC=C(C=C1)[N+](=O)[O-])C(=O)[C@H]1N(C[C@H](C1)S)C(=O)OCC1=CC=C(C=C1)[N+](=O)[O-])C ((2S,4S)-2-[3,3-Dimethyl-4-(4-nitrobenzyloxycarbonyl)-1-piperazinylcarbonyl]-4-mercapto-1-(4-nitrobenzyloxycarbonyl)pyrrolidine). Isolated yield 106.0%. As a reaction SMILES: COC1C=CC(C[S:8][C@@H:9]2[CH2:13][N:12]([C:14]([O:16][CH2:17][C:18]3[CH:23]=[CH:22][C:21]([N+:24]([O-:26])=[O:25])=[CH:20][CH:19]=3)=[O:15])[C@H:11]([C:27]([OH:29])=O)[CH2:10]2)=CC=1.[CH3:32][C:33]1([CH3:39])[CH2:38][NH:37][CH2:36][CH2:35][NH:34]1>>[CH3:32][C:33]1([CH3:39])[N:34]([C:14]([O:16][CH2:17][C:18]2[CH:19]=[CH:20][C:21]([N+:24]([O-:26])=[O:25])=[CH:22][CH:23]=2)=[O:15])[CH2:35][CH2:36][N:37]([C:27]([C@@H:11]2[CH2:10][C@H:9]([SH:8])[CH2:13][N:12]2[C:14]([O:16][CH2:17][C:18]2[CH:19]=[CH:20][C:21]([N+:24]([O-:26])=[O:25])=[CH:22][CH:23]=2)=[O:15])=[O:29])[CH2:38]1. Procedure: Following a procedure similar to that described in Preparation 38, but using 0.35 g of (2S,4S)-4-(4-methoxybenzylthio)-1-(4-nitrobenzyloxycarbonyl)-2-pyrrolidinecarboxylic acid, 0.15 g of N,N'-carbonyldiimidazole and 0.13 g of 2,2-dimethylpiperazine, 250 mg of the title compound were obtained as an amorphous solid. Reactants: COCN(c1cc(Cl)cnc1C(=O)c1ccccc1[N+](=O)[O-])S(=O)(=O)c1ccc(Cl)c(C(F)(F)F)c1, Cl, C1COCCO1, O. Product: O=C(c1ccccc1[N+](=O)[O-])c1ncc(Cl)cc1NS(=O)(=O)c1ccc(Cl)c(C(F)(F)F)c1. Reaction SMILES: [Cl:1][c:2]1[c:3]([C:33]([F:34])([F:35])[F:36])[cH:4][c:5]([S:8](=[O:9])(=[O:10])[N:11]([CH2:12][O:13][CH3:14])[c:15]2[c:16]([C:22]([c:23]3[c:24]([N+:29](=[O:30])[O-:31])[cH:25][cH:26][cH:27][cH:28]3)=[O:32])[n:17][cH:18][c:19]([Cl:21])[cH:20]2)[cH:6][cH:7]1.[ClH:38].[O:39]1[CH2:40][CH2:41][O:42][CH2:43][CH2:44]1.[OH2:37]>>[Cl:1][c:2]1[c:3]([C:33]([F:34])([F:35])[F:36])[cH:4][c:5]([S:8](=[O:9])(=[O:10])[NH:11][c:15]2[c:16]([C:22]([c:23]3[c:24]([N+:29](=[O:30])[O-:31])[cH:25][cH:26][cH:27][cH:28]3)=[O:32])[n:17][cH:18][c:19]([Cl:21])[cH:20]2)[cH:6][cH:7]1. Reactants: CCOC(=O)C.CCCCCC (EtOAc hexane), FC=1C=C(C=CC1F)[N+](=O)[O-] (3,4-difluoronitrobenzene), N1CCSCC1 (thiomorpholine), C(C)(C)N(C(C)C)CC (N,N-diisopropylethyl amine). Run in CC#N (CH3CN). Reaction conditions: temperature 85 celsius. Yields the product FC1=C(C=CC(=C1)[N+](=O)[O-])N1CCSCC1 (4-(2-fluoro-4-nitrophenyl)thiomorpholine). The yield is 100.7%. Reaction SMILES: [F:1][C:2]1[CH:3]=[C:4]([N+:9]([O-:11])=[O:10])[CH:5]=[CH:6][C:7]=1F.C(N(CC)C(C)C)(C)C.[NH:21]1[CH2:26][CH2:25][S:24][CH2:23][CH2:22]1.CCOC(C)=O.CCCCCC>CC#N>[F:1][C:2]1[CH:3]=[C:4]([N+:9]([O-:11])=[O:10])[CH:5]=[CH:6][C:7]=1[N:21]1[CH2:26][CH2:25][S:24][CH2:23][CH2:22]1 |f:3.4|. Procedure: The 3,4-difluoronitrobenzene (2.09 mL, 18.857 mmol) was dissolved in dry CH3CN (50 mL) and then treated dropwise with N,N-diisopropylethyl amine (8.212 mL, 47.143 mmol). The resultant yellow mixture was next treated with thiomorpholine (4.74 mL, 47.143 mmol). The reaction was heated to reflux (85° C.) for 16 hours and then it was allowed to cool to ambient temperature over 3 hours, stirring under N2. At this point, the reaction was determined to be complete by TLC (15% EtOAc/hexane, UV short wav...